From a dataset of the Open Reaction Database (ORD), a public repository of structured organic reaction records. describe an organic reaction: reactants, conditions, products, and yield Reactants: ClC1=CC=C(C=C1)OC1=CC=C(OC[C@H]2N(CCC2)C(CCC(=O)O)=O)C=C1 (4-{(S)-2-[4-(4-chloro-phenyoxy)-phenoxymethyl]-pyrrolidin-1-yl}-4-oxo-butyric acid), [Si](C)(C)(C)C=[N+]=[N-] (TMSCHN2). Solvent: CO (methanol), C1=CC=CC=C1 (benzene). Yields the product ClC1=CC=C(C=C1)OC1=CC=C(OC[C@H]2N(CCC2)C(CCC(=O)OC)=O)C=C1 (Methyl 4-{(S)-2-[4-(4-chloro-phenyoxy)-phenoxymethyl]-pyrrolidin-1-yl}-4-oxo-butyrate). Reaction SMILES: [Cl:1][C:2]1[CH:7]=[CH:6][C:5]([O:8][C:9]2[CH:28]=[CH:27][C:12]([O:13][CH2:14][C@@H:15]3[CH2:19][CH2:18][CH2:17][N:16]3[C:20](=[O:26])[CH2:21][CH2:22][C:23]([OH:25])=[O:24])=[CH:11][CH:10]=2)=[CH:4][CH:3]=1.[Si](C=[N+]=[N-])(C)(C)[CH3:30]>CO.C1C=CC=CC=1>[Cl:1][C:2]1[CH:3]=[CH:4][C:5]([O:8][C:9]2[CH:28]=[CH:27][C:12]([O:13][CH2:14][C@@H:15]3[CH2:19][CH2:18][CH2:17][N:16]3[C:20](=[O:26])[CH2:21][CH2:22][C:23]([O:25][CH3:30])=[O:24])=[CH:11][CH:10]=2)=[CH:6][CH:7]=1. Procedure details: To a solution of 4-{(S)-2-[4-(4-chloro-phenyoxy)-phenoxymethyl]-pyrrolidin-1-yl}-4-oxo-butyric acid (d4) (500 mg, 1.2 mmol, 1 eq.) in a mixture of methanol (6 ml) and benzene (5 ml) was added dropwise TMSCHN2 (2 M in hexane, 3 ml, 6 mmol, 3 eq.) with stirring. The mixture was stirred until the starting acid was consumed by indication of yellow color persists). Then volatile material was removed under reduced pressure. The crude product thus obtained was forwarded to the next step without further... Reactants: BrC=1C=C(C=CC1)N(N)C (1-(3-Bromophenyl)-1-methylhydrazine), N12CCC(C(CC1)CC2)=O (1-azabicyclo[3.2.2]nonan-4-one), Cl (HCl). Solvent: C(C)(C)O (isopropanol). Yields the product BrC=1C=CC=2C3=C(N(C2C1)C)C1CCN(C3)CC1 (8-Bromo-6-methyl-3,4,5,6-tetrahydro-1H-2,5-ethanoazepino[4,3-b]indole). Isolated yield 57.4%. As a reaction SMILES: [Br:1][C:2]1[CH:3]=[C:4]([N:8]([CH3:10])N)[CH:5]=[CH:6][CH:7]=1.[N:11]12[CH2:19][CH2:18][CH:15]([CH2:16][CH2:17]1)[C:14](=O)[CH2:13][CH2:12]2.Cl>C(O)(C)C>[Br:1][C:2]1[CH:7]=[CH:6][C:5]2[C:13]3[CH2:12][N:11]4[CH2:19][CH2:18][CH:15]([CH2:16][CH2:17]4)[C:14]=3[N:8]([CH3:10])[C:4]=2[CH:3]=1. Procedure: 1-(3-Bromophenyl)-1-methylhydrazine (0.50 g, 2.5 mmol) and 1-azabicyclo[3.2.2]nonan-4-one (0.38 g, 2.7 mmol) were dissolved in isopropanol (4 mL), and concentrated aqueous HCl (0.8 mL) was added. The reaction mixture was heated to reflux for 18 h, concentrated and basified using 2 N NaOH. The aqueous layer was extracted with methylene chloride (3×). The combined organic extracts were dried over Na2SO4, filtered and concentrated to dryness. The residue was purified by flash column chromatography ... Product: O=C(O)C1=CC(CF)(CF)Oc2ccc([N+](=O)[O-])cc21. The reactants are N#CC1=CC(CF)(CF)Oc2ccc([N+](=O)[O-])cc21, CC(=O)O, O, O=S(=O)(O)O. RXN SMILES: [C:1]([C:2]1=[CH:4][C:5]([CH2:16][F:17])([CH2:18][F:19])[O:6][c:7]2[c:8]1[cH:9][c:10]([N+:13](=[O:14])[O-:15])[cH:11][cH:12]2)#[N:3].[CH3:20][C:21]([OH:22])=[O:23].[OH2:29].[S:24](=[O:25])(=[O:26])([OH:27])[OH:28]>>[CH:4]1=[C:20]([C:21]([OH:22])=[O:23])[c:12]2[c:7]([cH:8][cH:9][c:10]([N+:13](=[O:14])[O-:15])[cH:11]2)[O:6][C:5]1([CH2:16][F:17])[CH2:18][F:19].